This data is from the Open Reaction Database (ORD), a public repository of structured organic reaction records. The task is: describe an organic reaction: reactants, conditions, products, and yield The reactants are Cc1ccc(NC(=O)c2ccc(CN3CCN(C)CC3)cc2)cc1Nc1nccc(-c2cccnc2)n1, CS(=O)(=O)O, CN1CCN(Cc2ccc(C(=O)Cl)cc2)CC1, Cl, Cl. Yields the product Cc1ccc(NC(=O)c2ccc(CN3CCN(C)CC3)cc2)cc1Nc1nccc(-c2cccnc2)n1, Cl. As a reaction SMILES: [CH3:1][N:2]1[CH2:3][CH2:4][N:5]([CH2:8][c:9]2[cH:10][cH:11][c:12]([C:15](=[O:16])[NH:17][c:18]3[cH:19][cH:20][c:21]([CH3:22])[c:23]([NH:24][c:25]4[n:26][cH:27][cH:28][c:29](-[c:31]5[cH:32][cH:33][cH:34][n:35][cH:36]5)[n:30]4)[cH:37]3)[cH:13][cH:14]2)[CH2:6][CH2:7]1.[CH3:38][S:39]([OH:40])(=[O:41])=[O:42].[CH3:45][N:46]1[CH2:47][CH2:48][N:49]([CH2:50][c:51]2[cH:52][cH:53][c:54]([C:55](=[O:56])[Cl:59])[cH:57][cH:58]2)[CH2:60][CH2:61]1.[ClH:43].[ClH:44]>>[CH3:1][N:2]1[CH2:3][CH2:4][N:5]([CH2:8][c:9]2[cH:10][cH:11][c:12]([C:15](=[O:16])[NH:17][c:18]3[cH:19][cH:20][c:21]([CH3:22])[c:23]([NH:24][c:25]4[n:26][cH:27][cH:28][c:29](-[c:31]5[cH:32][cH:33][cH:34][n:35][cH:36]5)[n:30]4)[cH:37]3)[cH:13][cH:14]2)[CH2:6][CH2:7]1.[ClH:59]. Reactants: N (NH3), BrC=1C(=C(SC1Cl)Cl)S(=O)(=O)Cl (4-bromo-2,5-dichloro-thiophene-3-sulfonylchloride). The solvent is aqueous solution. Reaction conditions: time 15 hour. The product is BrC=1C(=C(SC1Cl)Cl)S(=O)(=O)N (4-Bromo-2,5-dichloro-thiophene-3-sulfonamide). RXN SMILES: [NH3:1].[Br:2][C:3]1[C:4]([S:10](Cl)(=[O:12])=[O:11])=[C:5]([Cl:9])[S:6][C:7]=1[Cl:8]>>[Br:2][C:3]1[C:4]([S:10]([NH2:1])(=[O:12])=[O:11])=[C:5]([Cl:9])[S:6][C:7]=1[Cl:8]. Procedure: 90 ml of an aqueous solution of NH3 (32%) is added at room temperature to a solution of 8.88 g of 4-bromo-2,5-dichloro-thiophene-3-sulfonylchloride in 120 ml of EtAc. The mixture obtained is stirred for ca. 15 hours. Two phases obtained are separated, the organic layer is washed with 1 N HCl and H2O, and dried. Solvent of the organic phase obtained is evaporated. 4-Bromo-2,5-dichloro-thiophene-3-sulfonamide is obtained in the form of a white powder. m.p. 113-117°; 13C—NMR (CDCl3): δ=108.287; 125...